From a dataset of the Open Reaction Database (ORD), a public repository of structured organic reaction records. describe an organic reaction: reactants, conditions, products, and yield The reactants are CC(C(=O)NC=1C=NC(=CC1C1=C(C=CC=C1)C)N1CCOCC1)(C)C (2,2-dimethyl-N-(6-morpholin-4-yl-4-o-tolyl-pyridin-3-yl)-propionamide). Solvent: Cl (hydrochloric acid), C(CC)O (1-propanol). Run at temperature 92.5 celsius. The product is N1(CCOCC1)C1=CC(=C(C=N1)N)C1=C(C=CC=C1)C (6-Morpholin-4-yl-4-o-tolyl-pyridin-3-ylamine). RXN SMILES: CC(C)(C)C([NH:5][C:6]1[CH:7]=[N:8][C:9]([N:19]2[CH2:24][CH2:23][O:22][CH2:21][CH2:20]2)=[CH:10][C:11]=1[C:12]1[CH:17]=[CH:16][CH:15]=[CH:14][C:13]=1[CH3:18])=O>Cl.C(O)CC>[N:19]1([C:9]2[N:8]=[CH:7][C:6]([NH2:5])=[C:11]([C:12]3[CH:17]=[CH:16][CH:15]=[CH:14][C:13]=3[CH3:18])[CH:10]=2)[CH2:24][CH2:23][O:22][CH2:21][CH2:20]1. Reported procedure: A suspension of 2.93 g (8.28 mmol) 2,2-dimethyl-N-(6-morpholin-4-yl-4-o-tolyl-pyridin-3-yl)-propionamide in 80 ml 3 N hydrochloric acid solution and 5 ml 1-propanol was heated to 90-95° C. overnight. The reaction mixture was cooled to room temperature, washed with three 20 ml portions diethyl ether and filtered over celite. The filtrate was diluted with 20 ml water and was adjusted to pH 7-8 by addition of 28% sodium hydroxide solution under ice cooling. The product was extracted with four 100 m... The reactants are IC=1C=CC=C2C(N(C(=NC12)S(=O)(=O)C)CCOC)=O (8-iodo-3-(2-methoxyethyl)-2-(methylsulfonyl)quinazolin-4(3H)-one), C(C)(C)(C)N (tert-butylamine), [OH-].[Na+] (NaOH). Run in CS(=O)C (DMSO). Run at temperature 80 celsius. Yields the product C(C)(C)(C)NC1=NC2=C(C=CC=C2C(N1CCOC)=O)I (2-(tert-butylamino)-8-iodo-3-(2-methoxyethyl)quinazolin-4(3H)-one). Yield: 70.0%. As a reaction SMILES: [I:1][C:2]1[CH:3]=[CH:4][CH:5]=[C:6]2[C:11]=1[N:10]=[C:9](S(C)(=O)=O)[N:8]([CH2:16][CH2:17][O:18][CH3:19])[C:7]2=[O:20].[C:21]([NH2:25])([CH3:24])([CH3:23])[CH3:22].[OH-].[Na+]>CS(C)=O>[C:21]([NH:25][C:9]1[N:8]([CH2:16][CH2:17][O:18][CH3:19])[C:7](=[O:20])[C:6]2[C:11](=[C:2]([I:1])[CH:3]=[CH:4][CH:5]=2)[N:10]=1)([CH3:24])([CH3:23])[CH3:22] |f:2.3|. Reported procedure: To a solution of 8-iodo-3-(2-methoxyethyl)-2-(methylthio)quinazolin-4(3H)-one (715a; 1.33 g, 3.54 mmol) in 100 mL of DCM at 0° C. was added 3-chloroperoxybenzoic acid (77% max., 1.47 g, 6.56 mmol) and the resulting mixture was stirred for 1 h at 0° C. It was diluted with 50 mL of DCM, washed with 2×15 mL of sat NaHCO3. The DCM layer was dried over Na2SO4 and concentrated to give a yellow solid as a mixture (715b) of 8-iodo-3-(2-methoxyethyl)-2-(methylsulfonyl)quinazolin-4(3H)-one and 8-iodo-3-(2... Reagents/catalysts: [W] (tungsten). Reaction SMILES: [F:1][C:2]1[CH:14]=[CH:13][C:5]([C:6]([O:8][C:9]([CH3:12])([CH3:11])[CH3:10])=[O:7])=[CH:4][C:3]=1[CH3:15].Br[N:17]1C(=O)CC[C:18]1=O.C(OOC(=O)C1C=CC=CC=1)(=O)C1C=CC=CC=1.[Br-].CN>C1COCC1.[W].C(Cl)(Cl)(Cl)Cl>[F:1][C:2]1[CH:14]=[CH:13][C:5]([C:6]([O:8][C:9]([CH3:10])([CH3:11])[CH3:12])=[O:7])=[CH:4][C:3]=1[CH2:15][NH:17][CH3:18]. Procedure: A mixture of tert-butyl 4-fluoro-3-methylbenzoate (9.85 g, 46.9 mmole), N-bromosuccinimide (10 g, 56 mmole), benzoyl peroxide (0.6 g, 2.5 mmole), and CCl4 (100 mL) was heated to reflux with the aid of a 150 W tungsten flood lamp. After refluxing for 24 h, the reaction was cooled to RT and filtered, and the filter pad was washed with CCl4 (25 mL). The filtrate was concentrated to give the crude benzylic bromide (15.11 g, 59% pure by GC, containing 32% dibromide) as a yellow oil. To a solution of ... The product is FC1=C(C=C(C(=O)OC(C)(C)C)C=C1)CNC (tert-Butyl 4-fluoro-3-(methylaminomethyl)benzoate). The solvent is C1CCOC1 (THF), C(Cl)(Cl)(Cl)Cl (CCl4). Reactants: [Br-] (bromide), CN (methylamine), FC1=C(C=C(C(=O)OC(C)(C)C)C=C1)C (tert-butyl 4-fluoro-3-methylbenzoate), BrN1C(CCC1=O)=O (N-bromosuccinimide), C(C1=CC=CC=C1)(=O)OOC(C1=CC=CC=C1)=O (benzoyl peroxide). The yield is 43.2%. Reaction conditions: time 18 hour.